From a dataset of the Open Reaction Database (ORD), a public repository of structured organic reaction records. describe an organic reaction: reactants, conditions, products, and yield Reactants: N([C@@H](CC(OC(C)(C)C)=O)C(=O)OCC=C)C(=O)OCC1C2=CC=CC=C2C2=CC=CC=C12 (FmocAsp(OtBu)OAllyl), FC(C(=O)O)(F)F (trifluoroacetic acid). Reaction conditions: time 30 minute. Yields the product N([C@@H](CC(O)=O)C(=O)OCC=C)C(=O)OCC1C2=CC=CC=C2C2=CC=CC=C12 (FmocAsp(OH)OAllyl), oil. Isolated yield 97.0%. Reaction SMILES: [NH:1]([C:17]([O:19][CH2:20][CH:21]1[C:33]2[C:28](=[CH:29][CH:30]=[CH:31][CH:32]=2)[C:27]2[C:22]1=[CH:23][CH:24]=[CH:25][CH:26]=2)=[O:18])[C@H:2]([C:11]([O:13][CH2:14][CH:15]=[CH2:16])=[O:12])[CH2:3][C:4](=[O:10])[O:5]C(C)(C)C.FC(F)(F)C(O)=O>>[NH:1]([C:17]([O:19][CH2:20][CH:21]1[C:22]2[C:27](=[CH:26][CH:25]=[CH:24][CH:23]=2)[C:28]2[C:33]1=[CH:32][CH:31]=[CH:30][CH:29]=2)=[O:18])[C@H:2]([C:11]([O:13][CH2:14][CH:15]=[CH2:16])=[O:12])[CH2:3][C:4](=[O:5])[OH:10]. Reported procedure: FmocAsp(OtBu)OAllyl (40 g, 88.7 mmol) was treated with 25 ml of trifluoroacetic acid and the mixture was stirred at room temperature for 30 min. The solvent was stripped off on a rotary evaporator. The residue was dried in vacuo. FmocAsp(OH)OAllyl was obtained as a yellow oil (33.9 g, 97%). Reactants: S(O)(O)(=O)=O (sulphuric acid), [K+].[Br-] (KBr), FC(CO)(OC(C(C(OC(F)(F)F)(F)F)(F)F)(F)F)F (2,2-difluoro-2-(1,1,2,2,3,3-hexafluoro-3-trifluoromethoxy-propoxy)-ethanol), [O-]Cl.[Na+] (NaOCl). The reagents and catalysts are CC1(CCCC(N1[O])(C)C)C (TEMPO). Run in O (water), CC#N (MeCN), O (water). Yields the product FC(C(=O)O)(OC(C(C(OC(F)(F)F)(F)F)(F)F)(F)F)F (Difluoro-(1,1,2,2,3,3-hexafluoro-3-trifluoromethoxy-propoxy)-acetic acid). The yield is 87.0%. RXN SMILES: [K+].[Br-].[F:3][C:4]([F:22])([O:7][C:8]([F:21])([F:20])[C:9]([F:19])([F:18])[C:10]([F:17])([F:16])[O:11][C:12]([F:15])([F:14])[F:13])[CH2:5][OH:6].[O-]Cl.[Na+].S(=O)(=O)(O)[OH:27]>CC1(C)N([O])C(C)(C)CCC1.O.CC#N>[F:3][C:4]([F:22])([O:7][C:8]([F:20])([F:21])[C:9]([F:18])([F:19])[C:10]([F:16])([F:17])[O:11][C:12]([F:13])([F:14])[F:15])[C:5]([OH:27])=[O:6] |f:0.1,3.4,^1:34|. Reported procedure: 5.5 mL water, 16 ml MeCN, 0.32 g KBr, TEMPO (0.11 g), and 8 g of 2,2-difluoro-2-(1,1,2,2,3,3-hexafluoro-3-trifluoromethoxy-propoxy)-ethanol are placed in a 100 ml glass flask equipped with a dropping funnel and stirrer. 43 mL of 15% (wt) aq. NaOCl buffered to pH 8-9 were added via the dropping funnel in 3 portions over two days while stirring at room temperature. Concentrated sulphuric acid and water were added to bring the pH to about 1 to 2. The reaction mixture was extracted three times by di... Starting materials: CCOC(=O)c1cc2c(cnn2C2CCCCO2)cc1Oc1ccc([N+](=O)[O-])cc1F, C1CCOC1, CCOC(C)=O, CC(=O)O, CO, [Li+], [OH-], O. Yields the product O=C(O)c1cc2c(cnn2C2CCCCO2)cc1Oc1ccc([N+](=O)[O-])cc1F. RXN SMILES: [CH2:1]([CH3:2])[O:3][C:4](=[O:5])[c:6]1[c:7]([O:21][c:22]2[c:23]([F:31])[cH:24][c:25]([N+:28](=[O:29])[O-:30])[cH:26][cH:27]2)[cH:8][c:9]2[cH:10][n:11][n:12]([CH:15]3[O:16][CH2:17][CH2:18][CH2:19][CH2:20]3)[c:13]2[cH:14]1.[CH2:44]1[O:45][CH2:46][CH2:47][CH2:48]1.[CH3:34][CH2:35][O:36][C:37]([CH3:38])=[O:39].[CH3:40][C:41](=[O:42])[OH:43].[CH3:49][OH:50].[Li+:33].[OH-:32].[OH2:51]>>[O:3]=[C:4]([OH:5])[c:6]1[c:7]([O:21][c:22]2[c:23]([F:31])[cH:24][c:25]([N+:28](=[O:29])[O-:30])[cH:26][cH:27]2)[cH:8][c:9]2[cH:10][n:11][n:12]([CH:15]3[O:16][CH2:17][CH2:18][CH2:19][CH2:20]3)[c:13]2[cH:14]1. RXN SMILES: [C:12](=[O:13])([O:14][C:15]([CH3:16])([CH3:17])[CH3:18])[N:19]1[CH2:20][CH2:21][NH:22][CH2:23][CH2:24]1.[C:25](=[O:26])([O-:27])[O-:28].[CH2:32]([C:33]([CH3:34])=[O:35])[CH3:36].[CH3:1][NH:2][c:3]1[n:4][c:5]([Cl:11])[c:6]([Cl:10])[c:7]([Cl:9])[n:8]1.[K+:29].[K+:30].[OH2:31]>>[CH3:1][NH:2][c:3]1[n:4][c:5]([Cl:11])[c:6]([Cl:10])[c:7]([N:22]2[CH2:21][CH2:20][N:19]([C:12](=[O:13])[O:14][C:15]([CH3:16])([CH3:17])[CH3:18])[CH2:24][CH2:23]2)[n:8]1. Product: CNc1nc(Cl)c(Cl)c(N2CCN(C(=O)OC(C)(C)C)CC2)n1. Reactants: CC(C)(C)OC(=O)N1CCNCC1, O=C([O-])[O-], CCC(C)=O, CNc1nc(Cl)c(Cl)c(Cl)n1, [K+], [K+], O. The reactants are N(N)C1=NC=C(C=C1)C1=CC=C(C=C1)[N+](=O)[O-] (2-Hydrazino-5-(4-nitrophenyl)pyridine), C(OCC)([O-])[O-] (ethyl orthoformate). Product: [N+](=O)([O-])C1=CC=C(C=C1)C=1C=CC=2N(C1)C=NN2 (6-(4-Nitrophenyl)-1,2,4-triazolo[4,3-a]pyridine). RXN SMILES: [NH:1]([C:3]1[CH:8]=[CH:7][C:6]([C:9]2[CH:14]=[CH:13][C:12]([N+:15]([O-:17])=[O:16])=[CH:11][CH:10]=2)=[CH:5][N:4]=1)[NH2:2].[CH:18]([O-])([O-])OCC>>[N+:15]([C:12]1[CH:11]=[CH:10][C:9]([C:6]2[CH:7]=[CH:8][C:3]3[N:4]([CH:18]=[N:2][N:1]=3)[CH:5]=2)=[CH:14][CH:13]=1)([O-:17])=[O:16]. Procedure: 2-Hydrazino-5-(4-nitrophenyl)pyridine is treated with ethyl orthoformate to give the product of the Example. Reactants: C(C)(=O)O[BH-](OC(C)=O)OC(C)=O.[Na+] (sodium triacetoxyborohydride), C(C)S(=O)(=O)N1CCC(CC1)C1=CNC2=C(C=C(C=C12)C1=CSC(=C1)C=O)C(=O)N (3-[1-(ethylsulfonyl)-4-piperidinyl]-5-(5-formyl-3-thienyl)-1H-indole-7-carboxamide), CC1=NNC(=C1CNC)C (1-(3,5-dimethyl-1H-pyrazol-4-yl)-N-methylmethanamine). The reagents and catalysts are C(C)(=O)O (acetic acid). Solvent: CS(=O)C (dimethyl sulfoxide). Conditions: time 8 hour. The product is CC1=NNC(=C1CN(C)CC1=CC(=CS1)C=1C=C2C(=CNC2=C(C1)C(=O)N)C1CCN(CC1)S(=O)(=O)CC)C (5-(5-{[[(3,5-dimethyl-1H-pyrazol-4-yl)methyl](methyl)amino]methyl}-3-thienyl)-3-[1-(ethylsulfonyl)-4-piperidinyl]-1H-indole-7-carboxamide). Isolated yield 11.0%. Reaction SMILES: [CH2:1]([S:3]([N:6]1[CH2:11][CH2:10][CH:9]([C:12]2[C:20]3[C:15](=[C:16]([C:28]([NH2:30])=[O:29])[CH:17]=[C:18]([C:21]4[CH:25]=[C:24]([CH:26]=O)[S:23][CH:22]=4)[CH:19]=3)[NH:14][CH:13]=2)[CH2:8][CH2:7]1)(=[O:5])=[O:4])[CH3:2].[CH3:31][C:32]1[C:36]([CH2:37][NH:38][CH3:39])=[C:35]([CH3:40])[NH:34][N:33]=1.C(O[BH-](OC(=O)C)OC(=O)C)(=O)C.[Na+]>CS(C)=O.C(O)(=O)C>[CH3:31][C:32]1[C:36]([CH2:37][N:38]([CH2:26][C:24]2[S:23][CH:22]=[C:21]([C:18]3[CH:19]=[C:20]4[C:15](=[C:16]([C:28]([NH2:30])=[O:29])[CH:17]=3)[NH:14][CH:13]=[C:12]4[CH:9]3[CH2:8][CH2:7][N:6]([S:3]([CH2:1][CH3:2])(=[O:5])=[O:4])[CH2:11][CH2:10]3)[CH:25]=2)[CH3:39])=[C:35]([CH3:40])[NH:34][N:33]=1 |f:2.3|. Reported procedure: To a solution of 3-[1-(ethylsulfonyl)-4-piperidinyl]-5-(5-formyl-3-thienyl)-1H-indole-7-carboxamide (45 mg, 100 μmol) in dimethyl sulfoxide (1.0 mL) was added 1-(3,5-dimethyl-1H-pyrazol-4-yl)-N-methylmethanamine (320 μmol) and 2 to 3 drops of glacial acetic acid. The resulting mixture is agitated overnight. After 18 h, sodium triacetoxyborohydride (200 mg, 1000 μmol) is added. This mixture is agitated for 1.5 h followed by purification by Gilson Preparatory HPLC to give 6.24 mg of the title comp...